Dataset: the Open Reaction Database (ORD), a public repository of structured organic reaction records. Task: describe an organic reaction: reactants, conditions, products, and yield Starting materials: Cc1ccc(C(=O)NC(C)CO)cc1-n1cnc(OCc2ccc(F)cc2F)c(Br)c1=O, CC(N)CO. Product: CNC(=O)c1ccc(C)c(-n2cnc(OCc3ccc(F)cc3F)c(Br)c2=O)c1. Reaction SMILES: [Br:1][c:2]1[c:3]([O:23][CH2:24][c:25]2[c:26]([F:32])[cH:27][c:28]([F:31])[cH:29][cH:30]2)[n:4][cH:5][n:6](-[c:9]2[cH:10][c:11]([C:12](=[O:13])[NH:14][CH:15]([CH3:16])[CH2:17][OH:18])[cH:19][cH:20][c:21]2[CH3:22])[c:7]1=[O:8].[NH2:33][CH:34]([CH3:35])[CH2:36][OH:37]>>[Br:1][c:2]1[c:3]([O:23][CH2:24][c:25]2[c:26]([F:32])[cH:27][c:28]([F:31])[cH:29][cH:30]2)[n:4][cH:5][n:6](-[c:9]2[cH:10][c:11]([C:12](=[O:13])[NH:14][CH3:15])[cH:19][cH:20][c:21]2[CH3:22])[c:7]1=[O:8]. The reactants are O[C@@H]1C(N(CC1)CC#CCN1CCCC1)=O ((S)-3-hydroxy-1-[4-(1-pyrrolidinyl)-2-butynyl]-2-pyrrolidinone), C(C)(=O)OC(C)=O (acetic anhydride). Reaction SMILES: [OH:1][C@H:2]1[CH2:6][CH2:5][N:4]([CH2:7][C:8]#[C:9][CH2:10][N:11]2[CH2:15][CH2:14][CH2:13][CH2:12]2)[C:3]1=[O:16].[C:17](OC(=O)C)(=[O:19])[CH3:18]>ClCCl>[C:17]([O:1][C@H:2]1[CH2:6][CH2:5][N:4]([CH2:7][C:8]#[C:9][CH2:10][N:11]2[CH2:12][CH2:13][CH2:14][CH2:15]2)[C:3]1=[O:16])(=[O:19])[CH3:18]. Yields the product C(C)(=O)O[C@@H]1C(N(CC1)CC#CCN1CCCC1)=O ((S)-3-(Acetyloxy)-1-[4-(1-pyrrolidinyl)-2-butynyl]-2-pyrrolidinone). Reported procedure: A solution of 0.4 g of (S)-3-hydroxy-1-[4-(1-pyrrolidinyl)-2-butynyl]-2-pyrrolidinone and 1.0 ml of acetic anhydride in 20 ml of dichloromethane was stirred overnight. The solvent was removed in vacuo. The residue was basified with potassium bicarbonate solution and extracted with dichloromethane. The dichloromethane solution was washed with water, dried, concentrated in vacuo and the residue was purified by chromatography (alumina), giving the desired product. Solvent: ClCCl (dichloromethane).